Dataset: the Open Reaction Database (ORD), a public repository of structured organic reaction records. Task: describe an organic reaction: reactants, conditions, products, and yield Reactants: CCOC(=O)C(C)(C)Br, CC(C)(C=Cc1ccc(OCc2ccccc2)c[n+]1[O-])Oc1ccc(C#N)cc1, CC1(C)CC(c2ccccn2)c2cc(C(=O)O)ccc2O1, CN(C)C=O, [H-], [Na+]. Product: CCOC(=O)C(C)(C)Oc1ccc(C#N)cc1. RXN SMILES: [Br:53][C:54]([C:55](=[O:56])[O:57][CH2:58][CH3:59])([CH3:60])[CH3:61].[CH2:1]([O:2][c:3]1[cH:4][cH:5][c:6]([CH:7]=[CH:8][C:9]([CH3:10])([CH3:11])[O:21][c:22]2[cH:23][cH:24][c:25]([C:28]#[N:29])[cH:26][cH:27]2)[n+:12]([O-:13])[cH:14]1)[c:15]1[cH:16][cH:17][cH:18][cH:19][cH:20]1.[CH3:30][C:31]1([CH3:32])[CH2:33][CH:34]([c:35]2[cH:36][cH:37][cH:38][cH:39][n:40]2)[c:41]2[cH:42][c:43]([C:44]([OH:45])=[O:46])[cH:47][cH:48][c:49]2[O:50]1.[CH3:62][N:63]([CH3:64])[CH:65]=[O:66].[H-:51].[Na+:52]>>[O:21]([c:22]1[cH:23][cH:24][c:25]([C:28]#[N:29])[cH:26][cH:27]1)[C:54]([C:55](=[O:56])[O:57][CH2:58][CH3:59])([CH3:60])[CH3:61]. Starting materials: C(C)(C)(C)OC(=O)N[C@@H](CC(OC(C)(C)C)=O)C(=O)N[C@@H](CCC(OC(C)(C)C)=O)C(=O)N[C@@H](CC1=C(C=CC=C1)C)C(=O)N[C@@H](C(C)(C)C)C(=O)N[C@@H](CC(C)C)C(=O)NC(CCCF)B1OC(C(O1)(C)C)(C)C (N2-[N-[N-[N-[N-(tert-butoxycarbonyl)-O-tert-butyl-L-α-aspartyl]-O-tert-butyl-L-α-glutamyl]-2-methyl-L-phenylalanyl]-3-methyl-L-valyl]-N1-[4-fluoro-1(RS)-(4,4,5,5-tetramethyl-1,3,2-dioxaborolan-2-yl)butyl]-L-leucinamide), ClCCl (dichloromethane). Solvent: FC(C(=O)O)(F)F (trifluoroacetic acid), O (water), C1(=CC=CC=C1)C (toluene). Conditions: time 3 hour. Yields the product FCCCC(NC([C@@H](NC([C@@H](NC([C@@H](NC([C@@H](NC([C@@H](NC(CCC(=O)O)=O)CC(O)=O)=O)CCC(O)=O)=O)CC1=C(C=CC=C1)C)=O)C(C)(C)C)=O)CC(C)C)=O)B(O)O (4-fluoro-1(RS)-[[N-[N-[N-[N-[N-(3-carboxypropionyl)-L-α-aspartyl]-L-α-glutamyl]-2-methyl-L-phenylalanyl]-3-methyl-L-valyl]-L-leucyl]amino]butylboronic acid). The yield is 121.8%. As a reaction SMILES: C([O:5][C:6]([NH:8][C@H:9]([C:18]([NH:20][C@H:21]([C:31]([NH:33][C@H:34]([C:43]([NH:45][C@H:46]([C:51]([NH:53][C@H:54]([C:59]([NH:61][CH:62]([B:67]1[O:71]C(C)(C)C(C)(C)[O:68]1)[CH2:63][CH2:64][CH2:65][F:66])=[O:60])[CH2:55][CH:56]([CH3:58])[CH3:57])=[O:52])[C:47]([CH3:50])([CH3:49])[CH3:48])=[O:44])[CH2:35][C:36]1[CH:41]=[CH:40][CH:39]=[CH:38][C:37]=1[CH3:42])=[O:32])[CH2:22][CH2:23][C:24](=[O:30])[O:25]C(C)(C)C)=[O:19])[CH2:10][C:11](=[O:17])[O:12]C(C)(C)C)=O)(C)(C)C.ClCCl>FC(F)(F)C(O)=O.O.C1(C)C=CC=CC=1>[F:66][CH2:65][CH2:64][CH2:63][CH:62]([B:67]([OH:68])[OH:71])[NH:61][C:59](=[O:60])[C@H:54]([CH2:55][CH:56]([CH3:57])[CH3:58])[NH:53][C:51](=[O:52])[C@H:46]([C:47]([CH3:48])([CH3:50])[CH3:49])[NH:45][C:43](=[O:44])[C@H:34]([CH2:35][C:36]1[CH:41]=[CH:40][CH:39]=[CH:38][C:37]=1[CH3:42])[NH:33][C:31](=[O:32])[C@H:21]([CH2:22][CH2:23][C:24](=[O:30])[OH:25])[NH:20][C:18](=[O:19])[C@H:9]([CH2:10][C:11](=[O:17])[OH:12])[NH:8][C:6](=[O:5])[CH2:9][CH2:10][C:11]([OH:17])=[O:12]. Reported procedure: 200 mg (0.18 mmol) of N2-[N-[N-[N-[N-(tert-butoxycarbonyl)-O-tert-butyl-L-α-aspartyl]-O-tert-butyl-L-α-glutamyl]-2-methyl-L-phenylalanyl]-3-methyl-L-valyl]-N1-[4-fluoro-1(RS)-(4,4,5,5-tetramethyl-1,3,2-dioxaborolan-2-yl)butyl]-L-leucinamide were dissolved in 4.75 ml of trifluoroacetic acid and 0.25 ml of water. 2 ml of dichloromethane were added and the solution was stirred at room temperature for 3 hours. The solution was diluted with toluene and evaporated. The residue was triturated with diet... As a reaction SMILES: C([O:3][C:4](=[O:35])[CH2:5][O:6][C:7]1[CH:12]=[CH:11][C:10]([S:13][C:14]2[CH:19]=[C:18]([C:20]#[C:21][C:22]3[CH:27]=[CH:26][CH:25]=[CH:24][CH:23]=3)[CH:17]=[C:16]([O:28][CH:29]3[CH2:33][CH2:32][CH2:31][CH2:30]3)[CH:15]=2)=[CH:9][C:8]=1[CH3:34])C.[OH-].[Na+].Cl>C(O)C>[CH:29]1([O:28][C:16]2[CH:15]=[C:14]([S:13][C:10]3[CH:11]=[CH:12][C:7]([O:6][CH2:5][C:4]([OH:35])=[O:3])=[C:8]([CH3:34])[CH:9]=3)[CH:19]=[C:18]([C:20]#[C:21][C:22]3[CH:23]=[CH:24][CH:25]=[CH:26][CH:27]=3)[CH:17]=2)[CH2:30][CH2:31][CH2:32][CH2:33]1 |f:1.2|. Yields the product C1(CCCC1)OC=1C=C(C=C(C1)C#CC1=CC=CC=C1)SC1=CC(=C(OCC(=O)O)C=C1)C ([4-(3-Cyclopentyloxy-5-phenylethynyl-phenylsulfanyl)-2-methyl-phenoxy]-acetic Acid). Procedure: {[4-(3-Cyclopentyloxy-5-phenylethynyl-phenylsulfanyl)-2-methyl-phenoxy]-acetic acid ethyl ester (270 mg; 0.46 mmol) was dissolved in ethanol (10 mL), and aqueous 1 N sodium hydroxide (3 mL) was added. The reaction mixture was stirred for 16 h. acidified with 1 N aqueous hydrochloric acid and extracted with ethyl acetate. The organic phase was dried, evaporated to dryness and purified by prep HPLC (method B). Yield: 120 mg (69%). HPLC-MS: m/z: 459.1 (M+H)+; Rt: 2.86 min. Starting materials: [OH-].[Na+] (sodium hydroxide), C(C)OC(COC1=C(C=C(C=C1)SC1=CC(=CC(=C1)C#CC1=CC=CC=C1)OC1CCCC1)C)=O ([4-(3-Cyclopentyloxy-5-phenylethynyl-phenylsulfanyl)-2-methyl-phenoxy]-acetic acid ethyl ester), Cl (hydrochloric acid). Conditions: time 16 hour. The solvent is C(C)O (ethanol). Starting materials: Cc1cc(N)c([N+](=O)[O-])cc1N, O=C(Cl)OCCCl. Yields the product Cc1cc(N)c([N+](=O)[O-])cc1NC(=O)OCCCl. As a reaction SMILES: [CH3:1][c:2]1[c:3]([NH2:12])[cH:4][c:5]([N+:9](=[O:10])[O-:11])[c:6]([NH2:8])[cH:7]1.[Cl:13][C:14](=[O:15])[O:16][CH2:17][CH2:18][Cl:19]>>[CH3:1][c:2]1[c:3]([NH:12][C:14](=[O:15])[O:16][CH2:17][CH2:18][Cl:19])[cH:4][c:5]([N+:9](=[O:10])[O-:11])[c:6]([NH2:8])[cH:7]1.